This data is from the Open Reaction Database (ORD), a public repository of structured organic reaction records. The task is: describe an organic reaction: reactants, conditions, products, and yield Starting materials: [Cl-].[Na+] (sodium chloride), CN1C(=CC2=C(C=CC(=C12)O)C)C(=O)OCC (ethyl 1,4-dimethyl-7-hydroxy-2-indolecarboxylate), C([O-])([O-])=O.[K+].[K+] (potassium carbonate), Cl.N1=C(C=CC=C1)CCl (2-picolyl chloride hydrochloride). The solvent is CN(C=O)C (dimethylformamide). Reaction conditions: temperature 50 celsius, time 2 hour. The product is CN1C(=CC2=C(C=CC(=C12)OCC1=NC=CC=C1)C)C(=O)OCC (ethyl 1,4-dimethyl-7-[(pyridin-2-yl)methoxy]-2-indolecarboxylate). Yield: 91.4%. RXN SMILES: [CH3:1][N:2]1[C:10]2[C:5](=[C:6]([CH3:12])[CH:7]=[CH:8][C:9]=2[OH:11])[CH:4]=[C:3]1[C:13]([O:15][CH2:16][CH3:17])=[O:14].C(=O)([O-])[O-].[K+].[K+].Cl.[N:25]1[CH:30]=[CH:29][CH:28]=[CH:27][C:26]=1[CH2:31]Cl.[Cl-].[Na+]>CN(C)C=O>[CH3:1][N:2]1[C:10]2[C:5](=[C:6]([CH3:12])[CH:7]=[CH:8][C:9]=2[O:11][CH2:31][C:26]2[CH:27]=[CH:28][CH:29]=[CH:30][N:25]=2)[CH:4]=[C:3]1[C:13]([O:15][CH2:16][CH3:17])=[O:14] |f:1.2.3,4.5,6.7|. Reported procedure: A mixture of 2.00 g (8.57 mmol) of ethyl 1,4-dimethyl-7-hydroxy-2-indolecarboxylate, 4.74 g (34.3 mmol) of potassium carbonate, 1.55 g (9.43 mmol) of 2-picolyl chloride hydrochloride and 40 ml of dimethylformamide was stirred at 50° C. for 2 hours. The reaction mixture was poured into 5% sodium chloride aqueous solution. The mixture was extracted with ethyl acetate. After washing with 5% sodium hydrogencarbonate aqueous solution, the extract was dried over anhydrous magnesium sulfate. The solven...